This data is from the Open Reaction Database (ORD), a public repository of structured organic reaction records. The task is: describe an organic reaction: reactants, conditions, products, and yield Reactants: O=C([O-])[O-], COc1ccccc1O, CN(C)C=O, C=C(C)CCl, [K+], [K+], O. Yields the product C=C(C)COc1ccccc1OC. Reaction SMILES: [C:15](=[O:16])([O-:17])[O-:18].[CH3:1][O:2][c:3]1[cH:4][cH:5][cH:6][cH:7][c:8]1[OH:9].[CH3:22][N:23]([CH3:24])[CH:25]=[O:26].[Cl:10][CH2:11][C:12](=[CH2:13])[CH3:14].[K+:19].[K+:20].[OH2:21]>>[CH3:1][O:2][c:3]1[cH:4][cH:5][cH:6][cH:7][c:8]1[O:9][CH2:13][C:12](=[CH2:11])[CH3:14]. Reactants: Brc1cccc(C2CO2)c1, CO, N, [NH4+], [OH-]. Yields the product NCC(O)c1cccc(Br)c1. As a reaction SMILES: [Br:1][c:2]1[cH:3][c:4]([CH:8]2[O:9][CH2:10]2)[cH:5][cH:6][cH:7]1.[CH3:14][OH:15].[NH3:13].[NH4+:12].[OH-:11]>>[Br:1][c:2]1[cH:3][c:4]([CH:8]([OH:9])[CH2:10][NH2:12])[cH:5][cH:6][cH:7]1. Reactants: C(#N)CP(OCC)(OCC)=O (diethyl (cyanomethyl)phosphonate), CC=1C=CC2=C(C(CO2)=O)C1 (5-methyl-3(2H)-benzofuranone), O (water), [H-].[Na+] (NaH). The solvent is O1CCCC1 (tetrahydrofuran), O1CCCC1 (tetrahydrofuran), O1CCCC1 (tetrahydrofuran). Reaction conditions: time 20 minute. The product is CC1=CC2=C(OC(=C2)CC#N)C=C1 (5-methyl-3-benzofuranacetonitrile). Yield: 82.6%. As a reaction SMILES: [H-].[Na+].[C:3]([CH2:5]P(=O)(OCC)OCC)#[N:4].[CH3:14][C:15]1[CH:16]=[CH:17][C:18]2[O:22][CH2:21][C:20](=O)[C:19]=2[CH:24]=1.O>O1CCCC1>[CH3:14][C:15]1[CH:16]=[CH:17][C:18]2[O:22][C:21]([CH2:5][C:3]#[N:4])=[CH:20][C:19]=2[CH:24]=1 |f:0.1|. Reported procedure: Reaction under N2 atmosphere. NaH 60% (0.17 mol) was stirred in tetrahydrofuran (350 ml). A solution of diethyl (cyanomethyl)phosphonate (0.17 mol) in tetrahydrofuran (150 ml) was added dropwise over ±20 minutes. (exothermic temperature rise to 30° C.). The mixture was stirred for 20 minutes at room temperature, then cooled to 0° C. A solution of 5-methyl-3(2H)-benzofuranone (0.15 mol) in tetrahydrofuran (350 ml) was added dropwise over 30 minutes at 0° C. The reaction mixture was stirred overni...